From a dataset of the Open Reaction Database (ORD), a public repository of structured organic reaction records. describe an organic reaction: reactants, conditions, products, and yield Reaction conditions: temperature 100 celsius, time 1 hour. Yield: 83.0%. As a reaction SMILES: C(OC([NH:8][CH2:9][CH2:10][O:11][C:12]1[C:16]([C:17](O)([CH3:19])[CH3:18])=[C:15]([C:21]2[CH:26]=[CH:25][CH:24]=[CH:23][CH:22]=2)[O:14][N:13]=1)=O)(C)(C)C.[ClH:27].O1CCOCC1>>[ClH:27].[NH2:8][CH2:9][CH2:10][O:11][C:12]1[C:16]([C:17]([CH3:19])=[CH2:18])=[C:15]([C:21]2[CH:22]=[CH:23][CH:24]=[CH:25][CH:26]=2)[O:14][N:13]=1 |f:1.2,3.4|. Reported procedure: 3-(2-(N-tert-Butoxycarbonylamino)ethoxy)-4-(1-hydroxyisopropyl)-5-phenylisoxazole (0.13 g) was dissolved in a 4N hydrochloric acid/1,4-dioxane solution (10 ml), and the solution was stirred at 100° C. for one hour. After the reaction, the reaction mixture was left to be cooled, followed by evaporation of the solvent under reduced pressure. The residue was washed with ethyl acetate to obtain the title compound (0.10 g, 83%) as colorless crystals. Yields the product Cl.NCCOC1=NOC(=C1C(=C)C)C1=CC=CC=C1 (3-(2-Aminoethoxy)-4-isopropenyl-5-phenylisoxazole hydrochloride). Starting materials: C(C)(C)(C)OC(=O)NCCOC1=NOC(=C1C(C)(C)O)C1=CC=CC=C1 (3-(2-(N-tert-Butoxycarbonylamino)ethoxy)-4-(1-hydroxyisopropyl)-5-phenylisoxazole), Cl.O1CCOCC1 (hydrochloric acid 1,4-dioxane).